This data is from the Open Reaction Database (ORD), a public repository of structured organic reaction records. The task is: describe an organic reaction: reactants, conditions, products, and yield The reactants are FC1=C(C=CC(=C1)F)NC1=C(C(=O)OC)C=C(C(=N1)O)F (methyl 2-(2,4-difluorophenylamino)-5-fluoro-6-hydroxynicotinate), P(Cl)(Cl)(Cl)(Cl)Cl (phosphorus pentachloride), P(=O)(Cl)(Cl)Cl (phosphorus oxychloride). Run in O (water). The product is ClC1=NC(=C(C(=O)OC)C=C1F)NC1=C(C=C(C=C1)F)F (methyl 6-chloro-2-(2,4-difluorophenylamino)-5fluoronicotinate). Yield: 34.7%. Reaction SMILES: [F:1][C:2]1[CH:7]=[C:6]([F:8])[CH:5]=[CH:4][C:3]=1[NH:9][C:10]1[N:19]=[C:18](O)[C:17]([F:21])=[CH:16][C:11]=1[C:12]([O:14][CH3:15])=[O:13].P(Cl)(Cl)(Cl)(Cl)[Cl:23].P(Cl)(Cl)(Cl)=O>O>[Cl:23][C:18]1[C:17]([F:21])=[CH:16][C:11]([C:12]([O:14][CH3:15])=[O:13])=[C:10]([NH:9][C:3]2[CH:4]=[CH:5][C:6]([F:8])=[CH:7][C:2]=2[F:1])[N:19]=1. Procedure details: A mixture of 9.5 g of methyl 2-(2,4-difluorophenylamino)-5-fluoro-6-hydroxynicotinate, 26.5 g of phosphorus pentachloride and 46.9 g of phosphorus oxychloride was subjected to reaction at 70°-80° C. for 4 hours. Subsequently, the reaction mixture was gradually added to 285 ml of water, and the crystals thus deposited were collected by filtration and then washed with 57 ml of water. The crystals thus obtained were purified by a column chromatography [Wako Silica Gel C-200, eluant: toluene] to obt... Reactants: ClC1=C2C(=NC=C1Cl)N(C(=C2)C=2C=NN(C2)C)S(=O)(=O)C2=CC=C(C)C=C2 (4,5-dichloro-2-(1-methyl-1H-pyrazol-4-yl)-1-tosyl-1H-pyrrolo[2,3-b]pyridine), CN(C=O)C (N,N-dimethylformamide). Reagents/catalysts: [C-]#N.[Zn+2].[C-]#N (zinc cyanide), C=1C=CC(=CC1)[P](C=2C=CC=CC2)(C=3C=CC=CC3)[Pd]([P](C=4C=CC=CC4)(C=5C=CC=CC5)C=6C=CC=CC6)([P](C=7C=CC=CC7)(C=8C=CC=CC8)C=9C=CC=CC9)[P](C=1C=CC=CC1)(C=1C=CC=CC1)C=1C=CC=CC1 (tetrakis(triphenylphosphine)palladium), [C-]#N.[Zn+2].[C-]#N (zinc cyanide), C=1C=CC(=CC1)[P](C=2C=CC=CC2)(C=3C=CC=CC3)[Pd]([P](C=4C=CC=CC4)(C=5C=CC=CC5)C=6C=CC=CC6)([P](C=7C=CC=CC7)(C=8C=CC=CC8)C=9C=CC=CC9)[P](C=1C=CC=CC1)(C=1C=CC=CC1)C=1C=CC=CC1 (tetrakis(triphenylphosphine)palladium). Solvent: O (water), C(C)(=O)OCC (ethyl acetate). Reaction conditions: temperature 160 celsius. Product: ClC1=C(C2=C(N=C1)N(C(=C2)C=2C=NN(C2)C)S(=O)(=O)C2=CC=C(C)C=C2)C#N (5-chloro-2-(1-methyl-1H-pyrazol-4-yl)-1-tosyl-1H-pyrrolo[2,3-b]pyridine-4-carbonitrile). RXN SMILES: Cl[C:2]1[C:7]([Cl:8])=[CH:6][N:5]=[C:4]2[N:9]([S:18]([C:21]3[CH:27]=[CH:26][C:24]([CH3:25])=[CH:23][CH:22]=3)(=[O:20])=[O:19])[C:10]([C:12]3[CH:13]=[N:14][N:15]([CH3:17])[CH:16]=3)=[CH:11][C:3]=12.[CH3:28][N:29](C)C=O>O.C(OCC)(=O)C.[C-]#N.[Zn+2].[C-]#N.C1C=CC([P]([Pd]([P](C2C=CC=CC=2)(C2C=CC=CC=2)C2C=CC=CC=2)([P](C2C=CC=CC=2)(C2C=CC=CC=2)C2C=CC=CC=2)[P](C2C=CC=CC=2)(C2C=CC=CC=2)C2C=CC=CC=2)(C2C=CC=CC=2)C2C=CC=CC=2)=CC=1>[Cl:8][C:7]1[CH:6]=[N:5][C:4]2[N:9]([S:18]([C:21]3[CH:22]=[CH:23][C:24]([CH3:25])=[CH:26][CH:27]=3)(=[O:20])=[O:19])[C:10]([C:12]3[CH:13]=[N:14][N:15]([CH3:17])[CH:16]=3)=[CH:11][C:3]=2[C:2]=1[C:28]#[N:29] |f:4.5.6,^1:48,50,69,88|. Procedure details: A solution in a microwave vial of 4,5-dichloro-2-(1-methyl-1H-pyrazol-4-yl)-1-tosyl-1H-pyrrolo[2,3-b]pyridine (Example 113C) (300 mg, 0.712 mmol) in anhydrous N,N-dimethylformamide (4 mL) was degassed by nitrogen sparge for about 20 minutes. The solution was treated with zinc cyanide (167 mg, 1.424 mmol) and tetrakis(triphenylphosphine)palladium (82 mg, 0.071 mmol). The reaction was degassed and back-filled with nitrogen, and heated in a Biotage Initiator microwave for 60 minutes at 160° C. The ... Starting materials: [H-].[Na+] (NaH), C(C)(=O)C1=C(NC2=CC=CC=C12)Cl (3-Acetyl-2-chloroindole), O (Water), C(C1=CC=CC=C1)Br (benzyl bromide). Solvent: C1CCOC1 (THF). Conditions: time 3 day. The product is C(C1=CC=CC=C1)N1C(=C(C2=CC=CC=C12)C(C)=O)Cl (1-Benzyl-2-chloro-3-acetylindole). RXN SMILES: [H-].[Na+].[C:3]([C:6]1[C:14]2[C:9](=[CH:10][CH:11]=[CH:12][CH:13]=2)[NH:8][C:7]=1[Cl:15])(=[O:5])[CH3:4].[CH2:16](Br)[C:17]1[CH:22]=[CH:21][CH:20]=[CH:19][CH:18]=1.O>C1COCC1>[CH2:16]([N:8]1[C:9]2[C:14](=[CH:13][CH:12]=[CH:11][CH:10]=2)[C:6]([C:3](=[O:5])[CH3:4])=[C:7]1[Cl:15])[C:17]1[CH:22]=[CH:21][CH:20]=[CH:19][CH:18]=1 |f:0.1|. Procedure: To a slurry of 400 mg of NaH in 20 ml THF was added 1 g of (75), and then 770 μl of benzyl bromide. The reaction was left with stirring for 3 days. Water was added, and the product extracted with diethylether, dried, and the solvent evaporated off to give 1.52 g of a redbrown powder, which was used without further purification. Reaction SMILES: C([O-])=O.[NH4+].C1(C[N:12]2[CH2:16][CH2:15][CH:14]([C:17]([O:19][CH3:20])=[O:18])[CH2:13]2)C=CC=CC=1>[Pd].CO>[NH:12]1[CH2:16][CH2:15][CH:14]([C:17]([O:19][CH3:20])=[O:18])[CH2:13]1 |f:0.1|. Reactants: C(=O)[O-].[NH4+] (ammonium formate), C1(=CC=CC=C1)CN1CC(CC1)C(=O)OC (methyl (±)-1-(phenylmethyl)-3-pyrrolidinecarboxylate). Solvent: CO (methanol). Isolated yield 84.9%. Run at time 3 hour. Reagents/catalysts: [Pd] (palladium on carbon). Yields the product N1CC(CC1)C(=O)OC (methyl (±)-3-pyrrolidinecarboxylate). Reported procedure: 0.704 g of 10% palladium on carbon (Pd/C) and then 11.5 g of ammonium formate are successively added at a temperature in the region of 20° C., under an argon atmosphere, to 5 g (22.8 mmol) of methyl (±)-1-(phenylmethyl)-3-pyrrolidinecarboxylate in solution in 100 cm3 of methanol. After stirring for 3 hours at the reflux temperature, the reaction mixture is filtered on Celite®. The Celite® is rinsed with 3 times 20 cm3 of methanol. The filtrate is then concentrated to dryness under reduced pressu...